Task: describe an organic reaction: reactants, conditions, products, and yield. Dataset: the Open Reaction Database (ORD), a public repository of structured organic reaction records Starting materials: CN1C(=O)N(C(C)(C)C)Cc2cnc(S(C)(=O)=O)nc21, CCN(CC)CCOc1ccc(N)cc1. Yields the product CCN(CC)CCOc1ccc(Nc2ncc3c(n2)N(C)C(=O)N(C(C)(C)C)C3)cc1. As a reaction SMILES: [C:1]([CH3:2])([CH3:3])([CH3:4])[N:5]1[C:6](=[O:20])[N:7]([CH3:19])[c:8]2[n:9][c:10]([S:15]([CH3:16])(=[O:17])=[O:18])[n:11][cH:12][c:13]2[CH2:14]1.[CH2:21]([CH3:22])[N:23]([CH2:24][CH2:25][O:26][c:27]1[cH:28][cH:29][c:30]([NH2:31])[cH:32][cH:33]1)[CH2:34][CH3:35]>>[C:1]([CH3:2])([CH3:3])([CH3:4])[N:5]1[C:6](=[O:20])[N:7]([CH3:19])[c:8]2[n:9][c:10]([NH:31][c:30]3[cH:29][cH:28][c:27]([O:26][CH2:25][CH2:24][N:23]([CH2:21][CH3:22])[CH2:34][CH3:35])[cH:33][cH:32]3)[n:11][cH:12][c:13]2[CH2:14]1. Starting materials: O=C(O)c1ccccc1Br, CC(C)(C)O, CN(C)c1ccncc1, C(=NC1CCCCC1)=NC1CCCCC1, ClCCl. The product is CC(C)(C)OC(=O)c1ccccc1Br. Reaction SMILES: [Br:1][c:2]1[c:3]([C:4](=[O:5])[OH:6])[cH:7][cH:8][cH:9][cH:10]1.[C:29]([CH3:30])([CH3:31])([CH3:32])[OH:33].[CH3:34][N:35]([c:36]1[cH:37][cH:38][n:39][cH:40][cH:41]1)[CH3:42].[CH:11]1([N:12]=[C:13]=[N:14][CH:15]2[CH2:16][CH2:17][CH2:18][CH2:19][CH2:20]2)[CH2:21][CH2:22][CH2:23][CH2:24][CH2:25]1.[Cl:26][CH2:27][Cl:28]>>[Br:1][c:2]1[c:3]([C:4]([O:5][C:29]([CH3:30])([CH3:31])[CH3:32])=[O:6])[cH:7][cH:8][cH:9][cH:10]1. Reactants: N#Cc1cncc(Br)c1, CC(C)(C)OC(=O)N1CC2C=C([Sn](C)(C)C)CC2C1. Yields the product CC(C)(C)OC(=O)N1CC2C=C(c3cncc(C#N)c3)CC2C1. As a reaction SMILES: [Br:1][c:2]1[cH:3][n:4][cH:5][c:6]([C:8]#[N:9])[cH:7]1.[CH3:10][Sn:11]([C:12]1=[CH:26][CH:15]2[CH:14]([CH2:13]1)[CH2:18][N:17]([C:19](=[O:20])[O:21][C:22]([CH3:23])([CH3:24])[CH3:25])[CH2:16]2)([CH3:27])[CH3:28]>>[c:2]1([C:12]2=[CH:26][CH:15]3[CH:14]([CH2:13]2)[CH2:18][N:17]([C:19](=[O:20])[O:21][C:22]([CH3:23])([CH3:24])[CH3:25])[CH2:16]3)[cH:3][n:4][cH:5][c:6]([C:8]#[N:9])[cH:7]1. Starting materials: C1COCCN1, COC(=O)CS(=O)(=O)Cl, ClCCl. Yields the product COC(=O)CS(=O)(=O)N1CCOCC1. RXN SMILES: [CH2:10]1[CH2:11][O:12][CH2:13][CH2:14][NH:15]1.[CH3:1][O:2][C:3]([CH2:4][S:5](=[O:6])(=[O:7])[Cl:8])=[O:9].[Cl:16][CH2:17][Cl:18]>>[CH3:1][O:2][C:3]([CH2:4][S:5](=[O:6])(=[O:7])[N:15]1[CH2:10][CH2:11][O:12][CH2:13][CH2:14]1)=[O:9]. Starting materials: CCOC(=O)CCc1cn(Cc2ccc(OCc3nc(-c4ccccc4)oc3C)cn2)nc1OCC, CCO, Cl, [Na+], C1CCOC1, [OH-]. The product is CCOc1nn(Cc2ccc(OCc3nc(-c4ccccc4)oc3C)cn2)cc1CCC(=O)O. Reaction SMILES: [CH2:1]([CH3:2])[O:3][c:4]1[n:5][n:6]([CH2:16][c:17]2[n:18][cH:19][c:20]([O:23][CH2:24][c:25]3[n:26][c:27](-[c:31]4[cH:32][cH:33][cH:34][cH:35][cH:36]4)[o:28][c:29]3[CH3:30])[cH:21][cH:22]2)[cH:7][c:8]1[CH2:9][CH2:10][C:11](=[O:12])[O:13][CH2:14][CH3:15].[CH3:45][CH2:46][OH:47].[ClH:44].[Na+:38].[O:39]1[CH2:40][CH2:41][CH2:42][CH2:43]1.[OH-:37]>>[CH2:1]([CH3:2])[O:3][c:4]1[n:5][n:6]([CH2:16][c:17]2[n:18][cH:19][c:20]([O:23][CH2:24][c:25]3[n:26][c:27](-[c:31]4[cH:32][cH:33][cH:34][cH:35][cH:36]4)[o:28][c:29]3[CH3:30])[cH:21][cH:22]2)[cH:7][c:8]1[CH2:9][CH2:10][C:11](=[O:12])[OH:13]. Reactants: C(C)(=O)S[C@H]1C[C@H](N(C1)C(=O)OCC=C)C(=O)O ((2S,4S)-4-Acetylthio-1-allyloxycarbonyl-2-carboxypyrrolidine), NC=1C=C(C(=O)OCC=C)C=CC1 (allyl 3-aminobenzoate), C(C)OC1N(C2=CC=CC=C2C=C1)C(=O)OCC (2-ethoxy-1-ethoxycarbonyl-1,2-dihydroquinoline). Solvent: C1(=CC=CC=C1)C (toluene), C(C)(=O)OCC (ethyl acetate). Run at time 18 hour. Product: C(C)(=O)S[C@H]1C[C@H](N(C1)C(=O)OCC=C)C(NC1=CC(=CC=C1)C(=O)OCC=C)=O ((2S,4S)-4-acetylthio-1-allyloxycarbonyl-2-(3-allyloxycarbonylphenylcarbamoyl)pyrrolidine). Isolated yield 101.1%. As a reaction SMILES: [C:1]([S:4][C@@H:5]1[CH2:9][N:8]([C:10]([O:12][CH2:13][CH:14]=[CH2:15])=[O:11])[C@H:7]([C:16]([OH:18])=O)[CH2:6]1)(=[O:3])[CH3:2].[NH2:19][C:20]1[CH:21]=[C:22]([CH:29]=[CH:30][CH:31]=1)[C:23]([O:25][CH2:26][CH:27]=[CH2:28])=[O:24].C(OC1C=CC2C(=CC=CC=2)N1C(OCC)=O)C>C1(C)C=CC=CC=1.C(OCC)(=O)C>[C:1]([S:4][C@@H:5]1[CH2:9][N:8]([C:10]([O:12][CH2:13][CH:14]=[CH2:15])=[O:11])[C@H:7]([C:16](=[O:18])[NH:19][C:20]2[CH:31]=[CH:30][CH:29]=[C:22]([C:23]([O:25][CH2:26][CH:27]=[CH2:28])=[O:24])[CH:21]=2)[CH2:6]1)(=[O:3])[CH3:2]. Procedure details: (2S,4S)-4-Acetylthio-1-allyloxycarbonyl-2-carboxypyrrolidine (2.54 g, 9.3 mM), allyl 3-aminobenzoate (1.5 g, 8.5 mM), and 2-ethoxy-1-ethoxycarbonyl-1,2-dihydroquinoline (2.72 g, 11 mM) were dissolved in toluene (50 ml) and stirred for 18 hours at ambient temperature. The reaction mixture was diluted with ethyl acetate (150 ml) and washed with 2H HCl (3 by 30 ml), water, saturated NaHCO3, and brine. Drying over HgSO4 and evaporation gave (2S,4S)-4-acetylthio-1-allyloxycarbonyl-2-(3-allyloxycarbon... Starting materials: C(C)(C)(C)C=1C=C(C=O)C=CC1N1CCCC1 (3-tert-butyl-4-pyrrolidin-1-ylbenzaldehyde), solution, C(#C)[Mg]Br (ethynylmagnesium bromide). Yields the product C(C)(C)(C)C=1C=C(C=CC1N1CCCC1)C(C#C)O (1-(3-tert-butyl-4-pyrrolidin-1-ylphenyl)prop-2-yn-1-ol), oil. Isolated yield 62.0%. Reaction SMILES: [C:1]([C:5]1[CH:6]=[C:7]([CH:10]=[CH:11][C:12]=1[N:13]1[CH2:17][CH2:16][CH2:15][CH2:14]1)[CH:8]=[O:9])([CH3:4])([CH3:3])[CH3:2].[C:18]([Mg]Br)#[CH:19]>>[C:1]([C:5]1[CH:6]=[C:7]([CH:8]([OH:9])[C:18]#[CH:19])[CH:10]=[CH:11][C:12]=1[N:13]1[CH2:17][CH2:16][CH2:15][CH2:14]1)([CH3:4])([CH3:2])[CH3:3]. Procedure details: In a manner analogous to example 1 e, the process is carried out by a reaction of 1 g (4 mmol) of 3-tert-butyl-4-pyrrolidin-1-ylbenzaldehyde with 11 ml (5.5 mmol) of a 0.5M solution of ethynylmagnesium bromide. 640 mg of 1-(3-tert-butyl-4-pyrrolidin-1-ylphenyl)prop-2-yn-1-ol are obtained in the form of a colourless oil (yield=62%).